This data is from the Open Reaction Database (ORD), a public repository of structured organic reaction records. The task is: describe an organic reaction: reactants, conditions, products, and yield Reactants: C1CCOC1, CO, O=C(CCCCCCNC(=O)c1cc2cc(CCC(=O)NC(Cc3ccccc3)C(=O)OC3CCCC3)ccc2[nH]1)NO, [Na+], [OH-]. Yields the product O=C(CCCCCCNC(=O)c1cc2cc(CCC(=O)NC(Cc3ccccc3)C(=O)O)ccc2[nH]1)NO. RXN SMILES: [CH2:46]1[O:47][CH2:48][CH2:49][CH2:50]1.[CH3:51][OH:52].[CH:1]1([O:6][C:7]([CH:8]([CH2:9][c:10]2[cH:11][cH:12][cH:13][cH:14][cH:15]2)[NH:16][C:17]([CH2:18][CH2:19][c:20]2[cH:21][c:22]3[cH:23][c:24]([C:29]([NH:30][CH2:31][CH2:32][CH2:33][CH2:34][CH2:35][CH2:36][C:37]([NH:38][OH:39])=[O:40])=[O:41])[nH:25][c:26]3[cH:27][cH:28]2)=[O:42])=[O:43])[CH2:2][CH2:3][CH2:4][CH2:5]1.[Na+:45].[OH-:44]>>[O:6]=[C:7]([CH:8]([CH2:9][c:10]1[cH:11][cH:12][cH:13][cH:14][cH:15]1)[NH:16][C:17]([CH2:18][CH2:19][c:20]1[cH:21][c:22]2[cH:23][c:24]([C:29]([NH:30][CH2:31][CH2:32][CH2:33][CH2:34][CH2:35][CH2:36][C:37]([NH:38][OH:39])=[O:40])=[O:41])[nH:25][c:26]2[cH:27][cH:28]1)=[O:42])[OH:43].